describe an organic reaction: reactants, conditions, products, and yield From a dataset of the Open Reaction Database (ORD), a public repository of structured organic reaction records. Starting materials: Cc1onc(-c2c(F)cccc2Cl)c1C(=O)Cl, CC(C)C(=O)Nc1cccc(C2CCN(CCC(N)c3ccccc3)CC2)c1. Product: Cc1onc(-c2c(F)cccc2Cl)c1C(=O)NC(CCN1CCC(c2cccc(NC(=O)C(C)C)c2)CC1)c1ccccc1. As a reaction SMILES: [Cl:29][c:30]1[c:31](-[c:37]2[n:38][o:39][c:40]([CH3:45])[c:41]2[C:42](=[O:43])[Cl:44])[c:32]([F:36])[cH:33][cH:34][cH:35]1.[NH2:1][CH:2]([CH2:3][CH2:4][N:5]1[CH2:6][CH2:7][CH:8]([c:11]2[cH:12][c:13]([NH:17][C:18]([CH:19]([CH3:20])[CH3:21])=[O:22])[cH:14][cH:15][cH:16]2)[CH2:9][CH2:10]1)[c:23]1[cH:24][cH:25][cH:26][cH:27][cH:28]1>>[NH:1]([CH:2]([CH2:3][CH2:4][N:5]1[CH2:6][CH2:7][CH:8]([c:11]2[cH:12][c:13]([NH:17][C:18]([CH:19]([CH3:20])[CH3:21])=[O:22])[cH:14][cH:15][cH:16]2)[CH2:9][CH2:10]1)[c:23]1[cH:24][cH:25][cH:26][cH:27][cH:28]1)[C:42]([c:41]1[c:37](-[c:31]2[c:30]([Cl:29])[cH:35][cH:34][cH:33][c:32]2[F:36])[n:38][o:39][c:40]1[CH3:45])=[O:43]. The reactants are O=C1C2=C(SCC3C1CCCC3)C=C(C=C2)C(C(=O)O)C (2-(6,6a,7,8,9,10,10a,11-octahydro-11-oxodibenzo[b,e]thiepin-3-yl)propionic acid), Cl (hydrochloric acid), C(C)O (ethanol). Reported procedure: To a solution of 2-(6,6a,7,8,9,10,10a,11-octahydro-11-oxodibenzo[b,e]thiepin-3-yl)propionic acid (10 g) in ethanol (150 ml) was added 35% hydrochloric acid (10 ml) and the mixture was heated under reflux for 4 hours. Removal of the ethanol under reduced pressure afforded the title compound (10.8 g), b.p. 205° C./0.06 mmHg. IR νmaxfilm cm-1 : 1720, 1660 (C=O). HRMS m/e: 332.1475 (M+) (Molecular weight calculated for C19H24O3S: 332.1447). RXN SMILES: [O:1]=[C:2]1[CH:8]2[CH2:9][CH2:10][CH2:11][CH2:12][CH:7]2[CH2:6][S:5][C:4]2[CH:13]=[C:14]([CH:17]([CH3:21])[C:18]([OH:20])=[O:19])[CH:15]=[CH:16][C:3]1=2.Cl.[CH2:23](O)[CH3:24]>>[O:1]=[C:2]1[CH:8]2[CH2:9][CH2:10][CH2:11][CH2:12][CH:7]2[CH2:6][S:5][C:4]2[CH:13]=[C:14]([CH:17]([CH3:21])[C:18]([O:20][CH2:23][CH3:24])=[O:19])[CH:15]=[CH:16][C:3]1=2. The product is O=C1C2=C(SCC3C1CCCC3)C=C(C=C2)C(C(=O)OCC)C (Ethyl 2-(6,6a,7,8,9,10,10a,11-octahydro-11-oxodibenzo[b,e]thiepin-3-yl)propionat). The reactants are C1(CC1)C1=CC=C(C(=O)NC2=C(C(=CC(=C2)F)C=2C3=C(N=CN2)NC(=C3)C=3CCNCC3)C)C=C1 (4-Cyclopropyl-N-{5-fluoro-2-methyl-3-[6-(1,2,3,6-tetrahydro-pyridin-4-yl)-7H-pyrrolo[2,3-d]pyrimidin-4-yl]-phenyl}-benzamide), C(C)(C)(C)OC(=O)N1CCC(=CC1)C1=CC2=C(N=CN=C2C2=C(C(=CC(=C2)F)NC(C2=CC=C(C=C2)S(F)(F)(F)(F)F)=O)C)N1 (4-(4-{5-Fluoro-2-methyl-3-[4-(pentafluoro-sulfanyl)-benzoylamino]-phenyl}-7H-pyrrolo[2,3-d]pyrimidin-6-yl)-3,6-dihydro-2H-pyridine-1-carboxylic acid tert-butyl ester). Yields the product FC=1C=C(C(=C(C1)NC(C1=CC=C(C=C1)S(F)(F)(F)(F)F)=O)C)C=1C2=C(N=CN1)NC(=C2)C=2CCNCC2 (N-{5-Fluoro-2-methyl-3-[6-(1,2,3,6-tetrahydro-pyridin-4-yl)-7H-pyrrolo[2,3-d]pyrimidin-4-yl]-phenyl}-4-(pentafluoro-sulfanyl)-benzamide). As a reaction SMILES: C1(C2C=CC(C(NC3C=C(F)C=C(C4C5C=C(C6CCNCC=6)NC=5N=CN=4)C=3C)=O)=CC=2)CC1.C(OC([N:43]1[CH2:48][CH:47]=[C:46]([C:49]2[NH:80][C:52]3[N:53]=[CH:54][N:55]=[C:56]([C:57]4[CH:62]=[C:61]([F:63])[CH:60]=[C:59]([NH:64][C:65](=[O:78])[C:66]5[CH:71]=[CH:70][C:69]([S:72]([F:77])([F:76])([F:75])([F:74])[F:73])=[CH:68][CH:67]=5)[C:58]=4[CH3:79])[C:51]=3[CH:50]=2)[CH2:45][CH2:44]1)=O)(C)(C)C>>[F:63][C:61]1[CH:62]=[C:57]([C:56]2[C:51]3[CH:50]=[C:49]([C:46]4[CH2:47][CH2:48][NH:43][CH2:44][CH:45]=4)[NH:80][C:52]=3[N:53]=[CH:54][N:55]=2)[C:58]([CH3:79])=[C:59]([NH:64][C:65](=[O:78])[C:66]2[CH:71]=[CH:70][C:69]([S:72]([F:77])([F:73])([F:74])([F:75])[F:76])=[CH:68][CH:67]=2)[CH:60]=1. Procedure: Intermediate 24 was prepared analogue to Intermediate 22 by replacing Intermediate 21 with Intermediate 23. The reactants are COCC1(N2C(=O)c3ccccc3C2=O)Cc2ccccc2C1, CCO, NN, O. Yields the product COCC1(N)Cc2ccccc2C1. RXN SMILES: [CH3:1][O:2][CH2:3][C:4]1([N:13]2[C:14](=[O:15])[c:16]3[c:17]([cH:18][cH:19][cH:20][cH:21]3)[C:22]2=[O:23])[CH2:5][c:6]2[cH:7][cH:8][cH:9][cH:10][c:11]2[CH2:12]1.[CH3:27][CH2:28][OH:29].[NH2:25][NH2:26].[OH2:24]>>[CH3:1][O:2][CH2:3][C:4]1([NH2:13])[CH2:5][c:6]2[cH:7][cH:8][cH:9][cH:10][c:11]2[CH2:12]1. Reactants: C(C)(=O)O (acetic acid), C(#N)[BH3-] (Cyanoborohydride), C(=O)C=1C=C(C(N2C=CC=CC12)=O)C(=O)OCC (Ethyl 1-formyl-4-oxo-4H-quinolizine-3-carboxylate), [Cl-].ClC=1C=C2CC[NH2+]CC2=CC1 (6-chloro-1,2,3,4-tetrahydroisoquinolinium chloride). The solvent is ClC(C)Cl (dichloroethane), C(C)N(CC)CC (triethylamine). Conditions: temperature 120 celsius. Yields the product ClC=1C=C2CCN(CC2=CC1)CC=1C=C(C(N2C=CC=CC12)=O)C(=O)OCC (ethyl 1-[(6-chloro-3,4-dihydroisoquinolin-2(1H)-yl)methyl]-4-oxo-4H-quinolizine-3-carboxylate). RXN SMILES: [CH:1]([C:3]1[CH:4]=[C:5]([C:14]([O:16][CH2:17][CH3:18])=[O:15])[C:6](=[O:13])[N:7]2[C:12]=1[CH:11]=[CH:10][CH:9]=[CH:8]2)=O.[Cl-].[Cl:20][C:21]1[CH:22]=[C:23]2[C:28](=[CH:29][CH:30]=1)[CH2:27][NH2+:26][CH2:25][CH2:24]2.C(O)(=O)C.C([BH3-])#N>ClC(Cl)C.C(N(CC)CC)C>[Cl:20][C:21]1[CH:22]=[C:23]2[C:28](=[CH:29][CH:30]=1)[CH2:27][N:26]([CH2:1][C:3]1[CH:4]=[C:5]([C:14]([O:16][CH2:17][CH3:18])=[O:15])[C:6](=[O:13])[N:7]3[C:12]=1[CH:11]=[CH:10][CH:9]=[CH:8]3)[CH2:25][CH2:24]2 |f:1.2|. Procedure: Ethyl 1-formyl-4-oxo-4H-quinolizine-3-carboxylate (300 mg, 1.22 mmol) and 6-chloro-1,2,3,4-tetrahydroisoquinolinium chloride (267 mg, 1.59 mmol) were dissolved in 6.2 mL of dichloroethane, and the reaction was neutralized by adding triethylamine dropwise to reach pH 7. The reaction mixture was re-acidified by adding glacial acetic acid (420 μl, 7.34 mmol). MP-Cyanoborohydride resin (1 spatula tip, excess) was added, and the reaction was stirred and heated at 120° C. for 20 minutes in a Emrys Opt... Starting materials: C(C1=CC=CC=C1)OC1=CC=C(C2=C1NC(CO2)=O)C(C(O)O)=O (5-benzyloxy-8-(2,2-dihydroxy-acetyl)-4H-benzo[1,4]oxazin-3-one), CC=1C=C(CC2(CC2)N)C=CC1C (1-(3,4-dimethyl-benzyl)-cyclopropylamine), FC(C(=O)[O-])(F)F (trifluoroacetate). Product: CC=1C=C(CC2(CC2)NCC(O)C2=CC=C(C=3NC(COC32)=O)O)C=CC1C (8-{2-[1-(3,4-dimethyl-benzyl)-cyclopropylamino]-1-hydroxy-ethyl}-5-hydroxy-4H-benzo[1,4]oxazin-3-one). As a reaction SMILES: C([O:8][C:9]1[C:14]2[NH:15][C:16](=[O:19])[CH2:17][O:18][C:13]=2[C:12]([C:20](=[O:24])[CH:21](O)O)=[CH:11][CH:10]=1)C1C=CC=CC=1.[CH3:25][C:26]1[CH:27]=[C:28]([CH:34]=[CH:35][C:36]=1[CH3:37])[CH2:29][C:30]1([NH2:33])[CH2:32][CH2:31]1.FC(F)(F)C([O-])=O>>[CH3:25][C:26]1[CH:27]=[C:28]([CH:34]=[CH:35][C:36]=1[CH3:37])[CH2:29][C:30]1([NH:33][CH2:21][CH:20]([C:12]2[C:13]3[O:18][CH2:17][C:16](=[O:19])[NH:15][C:14]=3[C:9]([OH:8])=[CH:10][CH:11]=2)[OH:24])[CH2:31][CH2:32]1. Reported procedure: Prepared according to general method 3 from 329 mg (1 mmol) 5-benzyloxy-8-(2,2-dihydroxy-acetyl)-4H-benzo[1,4]oxazin-3-one and 175 mg (1 mmol) 1-(3,4-dimethyl-benzyl)-cyclopropylamine. Yield: 233 mg (47%, trifluoroacetate); mass spectroscopy: [M+H]+=383. The reactants are CC(C)C[Al+]CC(C)C, ClCCl, [H-], O, CCOC(=O)C=CCC(c1ccccc1)c1ccccc1. The product is OCC=CCC(c1ccccc1)c1ccccc1. RXN SMILES: [CH2:23]([Al+:24][CH2:25][CH:26]([CH3:27])[CH3:28])[CH:29]([CH3:30])[CH3:31].[Cl:33][CH2:34][Cl:35].[H-:22].[OH2:32].[c:1]1([CH:7]([CH2:8][CH:9]=[CH:10][C:11](=[O:12])[O:13][CH2:14][CH3:15])[c:16]2[cH:17][cH:18][cH:19][cH:20][cH:21]2)[cH:2][cH:3][cH:4][cH:5][cH:6]1>>[c:1]1([CH:7]([CH2:8][CH:9]=[CH:10][CH2:11][OH:12])[c:16]2[cH:17][cH:18][cH:19][cH:20][cH:21]2)[cH:2][cH:3][cH:4][cH:5][cH:6]1.